From a dataset of the Open Reaction Database (ORD), a public repository of structured organic reaction records. describe an organic reaction: reactants, conditions, products, and yield Starting materials: O (water), ClC1=CC=CC2=C1C(OCC=1N2C=NC1C#N)=O (7-chloro-5,6-dihydro-6-oxo-4H-imidazo [1,5-a][4,1]benzoxazepine-3-carbonitrile), C([O-])([O-])=O.[K+].[K+] (potassium carbonate), Cl.NO (hydroxylamine hydrochloride). Solvent: C(C)(C)O (isopropanol). Reaction conditions: time 4 day. Yields the product ClC1=CC=CC2=C1C(OCC=1N2C=NC1C(N)=NO)=O (7-Chloro-5,6-dihydro-6-oxo-4H-imidazo[1,5-a1[4,11benzoxazepine-3-amidoxime). Isolated yield 68.3%. As a reaction SMILES: [Cl:1][C:2]1[C:7]2[C:8](=[O:18])[O:9][CH2:10][C:11]3[N:12]([CH:13]=[N:14][C:15]=3[C:16]#[N:17])[C:6]=2[CH:5]=[CH:4][CH:3]=1.C(=O)([O-])[O-].[K+].[K+].Cl.[NH2:26][OH:27].O>C(O)(C)C>[Cl:1][C:2]1[C:7]2[C:8](=[O:18])[O:9][CH2:10][C:11]3[N:12]([CH:13]=[N:14][C:15]=3[C:16](=[N:26][OH:27])[NH2:17])[C:6]=2[CH:5]=[CH:4][CH:3]=1 |f:1.2.3,4.5|. Procedure: A mixture of 7-chloro-5,6-dihydro-6-oxo-4H-imidazo [1,5-a][4,1]benzoxazepine-3-carbonitrile (16.86 g, 0.06 mole), potassium carbonate (13.5 g, 0.9 mole) and hydroxylamine hydrochloride (4.6 g, 0.06 mole) in isopropanol (843 ml) containing water (13.5 ml) was stirred at room temperature for 4 days. The reaction mixture was then concentrated to a volume of 256 ml by distillation, cooled to room temperature and water (256 ml) added. The resulting mixture was cooled at 0° C. for 1 hour and the solid...